Dataset: the Open Reaction Database (ORD), a public repository of structured organic reaction records. Task: describe an organic reaction: reactants, conditions, products, and yield Reactants: C1(CCCC1)N1N=C(C=2C(=NC=CC21)OC)C2=CC=C(C(=O)N)C=C2 (4-(1-cyclopentyl-4-methoxy-1H-pyrazolo[4,3-c]pyridin-3-yl)benzamide), [I-].[Na+] (sodium iodide), Cl[Si](C)(C)C (chloro(trimethyl)silane), O (water). The solvent is C(C)#N (acetonitrile). Reaction conditions: temperature 60 celsius, time 30 minute. The product is C1(CCCC1)N1N=C(C=2C(NC=CC21)=O)C2=CC=C(C(=O)N)C=C2 (4-(1-cyclopentyl-4-oxo-4,5-dihydro-1H-pyrazolo[4,3-c]pyridin-3-yl)benzamide). Yield: 93.8%. RXN SMILES: [CH:1]1([N:6]2[C:14]3[CH:13]=[CH:12][N:11]=[C:10]([O:15]C)[C:9]=3[C:8]([C:17]3[CH:25]=[CH:24][C:20]([C:21]([NH2:23])=[O:22])=[CH:19][CH:18]=3)=[N:7]2)[CH2:5][CH2:4][CH2:3][CH2:2]1.[I-].[Na+].Cl[Si](C)(C)C.O>C(#N)C>[CH:1]1([N:6]2[C:14]3[CH:13]=[CH:12][NH:11][C:10](=[O:15])[C:9]=3[C:8]([C:17]3[CH:18]=[CH:19][C:20]([C:21]([NH2:23])=[O:22])=[CH:24][CH:25]=3)=[N:7]2)[CH2:2][CH2:3][CH2:4][CH2:5]1 |f:1.2|. Reported procedure: To a solution of 4-(1-cyclopentyl-4-methoxy-1H-pyrazolo[4,3-c]pyridin-3-yl)benzamide (83.4 mg) in acetonitrile (10 mL) were added sodium iodide (74.3 mg) and chloro(trimethyl)silane (0.251 mL), and the mixture was stirred at 60° C. for 30 min. To the reaction mixture was added water, and the mixture was extracted with ethyl acetate. The organic layer was washed with saturated brine, dried over anhydrous sodium sulfate, and concentrated under reduced pressure. The residue was purified by silica g... Starting materials: C1(CCCC1)C[C@H](O)C1=CC=CC=C1 ((S)-2-cyclopentyl-1-phenylethanol), C(C)(=O)OC(C)=O (acetic anhydride). Run in N1=CC=CC=C1 (pyridine). Reaction conditions: time 6 hour. Yields the product hexanes EtOAc, C(C)(=O)O[C@@H](CC1CCCC1)C1=CC=CC=C1 (Acetic acid, (S)-2-cyclopentyl-1-phenylethyl ester). The yield is 100.0%. RXN SMILES: [CH:1]1([CH2:6][C@@H:7]([C:9]2[CH:14]=[CH:13][CH:12]=[CH:11][CH:10]=2)[OH:8])[CH2:5][CH2:4][CH2:3][CH2:2]1.[C:15](OC(=O)C)(=[O:17])[CH3:16]>N1C=CC=CC=1>[C:15]([O:8][C@H:7]([C:9]1[CH:10]=[CH:11][CH:12]=[CH:13][CH:14]=1)[CH2:6][CH:1]1[CH2:5][CH2:4][CH2:3][CH2:2]1)(=[O:17])[CH3:16]. Reported procedure: A solution of 406 mg (2.13 mmol) of (S)-2-cyclopentyl-1-phenylethanol (from Step C) in 9 mL of pyridine was treated with 1 mL of acetic anhydride. After stirring for 6 h, the reaction was concentrated. Flash chromatography on silica gel using 93:7 v/v hexanes/EtOAc afforded 495 mg (100%) of the title compound: RF: 0.75 (4:1 v/v hexanes/EtOAc); 1H NMR (300 MHz): δ 1.10-1.21 (m, 2H), 1.44-2.04 (m, 9H), 2.05 (s, 3H), 5.75 (dd, J=8.0, 6. 1, I H), 7.25-7.34 (m, 5H).